From a dataset of the Open Reaction Database (ORD), a public repository of structured organic reaction records. describe an organic reaction: reactants, conditions, products, and yield Starting materials: CC(=O)SC(C)CC(=O)N1CC(=O)CC1C(=O)O, N. Product: CC(S)CC(=O)N1CC(=O)CC1C(=O)O. RXN SMILES: [C:1](=[O:2])([CH3:3])[S:4][CH:5]([CH2:6][C:7](=[O:8])[N:9]1[CH:10]([C:11](=[O:12])[OH:13])[CH2:14][C:15](=[O:17])[CH2:16]1)[CH3:18].[NH3:19]>>[SH:4][CH:5]([CH2:6][C:7](=[O:8])[N:9]1[CH:10]([C:11](=[O:12])[OH:13])[CH2:14][C:15](=[O:17])[CH2:16]1)[CH3:18]. Starting materials: C(CCCCCCCCC)OC1=CC=C(C(=O)O)C=C1 (4-decyloxybenzoic acid), C(C)(C)(C)C1=C(N)C=C(C=C1)CCC(CC1CCCCCC1)=O (2-t-butyl-5-(4-cycloheptyl-3-oxobutyl)aniline). Yields the product C(C)(C)(C)C1=C(C=C(C=C1)CCC(CC1CCCCCC1)=O)NC(C1=CC=C(C=C1)OCCCCCCCCCC)=O (N-[2-t-Butyl-5-(4-cycloheptyl-3-oxobutyl)phenyl]-4-decyloxybenzamide). Reaction SMILES: [CH2:1]([O:11][C:12]1[CH:20]=[CH:19][C:15]([C:16]([OH:18])=O)=[CH:14][CH:13]=1)[CH2:2][CH2:3][CH2:4][CH2:5][CH2:6][CH2:7][CH2:8][CH2:9][CH3:10].[C:21]([C:25]1[CH:31]=[CH:30][C:29]([CH2:32][CH2:33][C:34](=[O:43])[CH2:35][CH:36]2[CH2:42][CH2:41][CH2:40][CH2:39][CH2:38][CH2:37]2)=[CH:28][C:26]=1[NH2:27])([CH3:24])([CH3:23])[CH3:22]>>[C:21]([C:25]1[CH:31]=[CH:30][C:29]([CH2:32][CH2:33][C:34](=[O:43])[CH2:35][CH:36]2[CH2:42][CH2:41][CH2:40][CH2:39][CH2:38][CH2:37]2)=[CH:28][C:26]=1[NH:27][C:16](=[O:18])[C:15]1[CH:14]=[CH:13][C:12]([O:11][CH2:1][CH2:2][CH2:3][CH2:4][CH2:5][CH2:6][CH2:7][CH2:8][CH2:9][CH3:10])=[CH:20][CH:19]=1)([CH3:24])([CH3:22])[CH3:23]. Reported procedure: Following a procedure similar to that described in Example 21, but using 4-decyloxybenzoic acid and 2-t-butyl-5-(4-cycloheptyl-3-oxobutyl)aniline as starting materials, in relative proportions similar to those used in that Example, the title compound was obtained as crystals, melting at 98°-99° C. (after recrystallization from a mixture of ethyl acetate and hexane). The 2-t-butyl-5-(4-cycloheptyl-3-oxobutyl)aniline used as a starting material was prepared following a similar procedure to that de... Reactants: ClC=1C(=C(C(=C2C1C(=O)OC2=O)Cl)Cl)Cl (tetrachlorophthalic anhydride), C1(=CC=CC=C1)S (thiophenol), C([O-])([O-])=O.[K+].[K+] (potassium carbonate). The solvent is O1CCCC1 (tetrahydrofuran). Yields the product C1(=CC=CC=C1)SC=1C(=C(C(=C2C1C(=O)OC2=O)SC2=CC=CC=C2)SC2=CC=CC=C2)SC2=CC=CC=C2 (Tetrakis-(phenylthio)-phthalic anhydride). Reaction SMILES: Cl[C:2]1[C:3](Cl)=[C:4](Cl)[C:5](Cl)=[C:6]2[C:11](=[O:12])[O:10][C:8](=[O:9])[C:7]=12.[C:16]1([SH:22])[CH:21]=[CH:20][CH:19]=[CH:18][CH:17]=1.C(=O)([O-])[O-].[K+].[K+]>O1CCCC1>[C:16]1([S:22][C:2]2[C:3]([S:22][C:16]3[CH:21]=[CH:20][CH:19]=[CH:18][CH:17]=3)=[C:4]([S:22][C:16]3[CH:21]=[CH:20][CH:19]=[CH:18][CH:17]=3)[C:5]([S:22][C:16]3[CH:21]=[CH:20][CH:19]=[CH:18][CH:17]=3)=[C:6]3[C:11](=[O:12])[O:10][C:8](=[O:9])[C:7]=23)[CH:21]=[CH:20][CH:19]=[CH:18][CH:17]=1 |f:2.3.4|. Procedure details: 30.88 g (108 millimols) of tetrachlorophthalic anhydride, 48.79 g (443 millimols) of thiophenol, 91.06 g (659 millimols) of potassium carbonate and 300 ml of tetrahydrofuran are stirred under reflux for 3 hours. The mixture is evaporated and the residue is taken up in methylene chloride/2N HCl solution. The organic phase is separated off, dried over sodium sulfate and evaporated. After recrystallisation from toluene/cyclohexane, 44.71 g (71% of theory) of tetrakis-(phenylthio)-phthalic anhydride... The reactants are CC(C)(C)NS(=O)(=O)c1cccc(S(=O)(=O)Cl)c1, CNC, CCOC(C)=O, O. The product is CC(C)(C)NS(=O)(=O)c1cccc(S(=O)(=O)O)c1, C[N-]C. As a reaction SMILES: [C:4]([CH3:5])([CH3:6])([CH3:7])[NH:8][S:9](=[O:10])(=[O:11])[c:12]1[cH:13][c:14]([S:18](=[O:19])(=[O:20])[Cl:21])[cH:15][cH:16][cH:17]1.[CH3:1][NH:2][CH3:3].[CH3:23][CH2:24][O:25][C:26](=[O:27])[CH3:28].[OH2:22]>>[C:4]([CH3:5])([CH3:6])([CH3:7])[NH:8][S:9](=[O:10])(=[O:11])[c:12]1[cH:13][c:14]([S:18](=[O:19])([OH:20])=[O:22])[cH:15][cH:16][cH:17]1.[CH3:1][N-:2][CH3:3]. Starting materials: ClCC=1N=C(SC1)C=1OC2=C(C1)C=C(C=C2)O (4-chloromethyl-2-(5-hydroxybenzofuran-2-yl)thiazole), [I-].[K+] (potassium iodide), C(C)(C)(C)N (tert-butylamine). Run in CN(C=O)C (N,N-dimethylformamide), [Cl-].[Na+].O (brine). Conditions: time 8 hour. Yields the product C(C)(C)(C)NCC=1N=C(SC1)C=1OC2=C(C1)C=C(C=C2)O (4-(tert-butylaminomethyl)-2-(5-hydroxybenzofuran-2-yl)thiazole). RXN SMILES: Cl[CH2:2][C:3]1[N:4]=[C:5]([C:8]2[O:9][C:10]3[CH:16]=[CH:15][C:14]([OH:17])=[CH:13][C:11]=3[CH:12]=2)[S:6][CH:7]=1.[I-].[K+].[C:20]([NH2:24])([CH3:23])([CH3:22])[CH3:21]>CN(C)C=O.[Cl-].[Na+].O>[C:20]([NH:24][CH2:2][C:3]1[N:4]=[C:5]([C:8]2[O:9][C:10]3[CH:16]=[CH:15][C:14]([OH:17])=[CH:13][C:11]=3[CH:12]=2)[S:6][CH:7]=1)([CH3:23])([CH3:22])[CH3:21] |f:1.2,5.6.7|. Procedure: A mixture of 4-chloromethyl-2-(5-hydroxybenzofuran-2-yl)thiazole (1.38 g), potassium iodide 0.58 g) and tert-butylamine (6 ml) in N,N-dimethylformamide (6 ml) was stirred overnight at ambient temperature, poured into brine and extracted with ethyl acetate. The extract was washed with water and brine. The solution was dried over magnesium sulfate and concentrated under reduced pressure. The resulting precipitate were washed with ethyl acetate to give 4-(tert-butylaminomethyl)-2-(5-hydroxybenzofur... Starting materials: COCCOC, CC(C)NCCN, CS(=O)c1nc(N)nc(-c2ccco2)c1C#N. Yields the product CC(C)NCCNc1nc(N)nc(-c2ccco2)c1C#N. As a reaction SMILES: [CH3:25][O:26][CH2:27][CH2:28][O:29][CH3:30].[CH:18]([CH3:19])([CH3:20])[NH:21][CH2:22][CH2:23][NH2:24].[NH2:1][c:2]1[n:3][c:4]([S:15]([CH3:16])=[O:17])[c:5]([C:13]#[N:14])[c:6](-[c:8]2[o:9][cH:10][cH:11][cH:12]2)[n:7]1>>[NH2:1][c:2]1[n:3][c:4]([NH:24][CH2:23][CH2:22][NH:21][CH:18]([CH3:19])[CH3:20])[c:5]([C:13]#[N:14])[c:6](-[c:8]2[o:9][cH:10][cH:11][cH:12]2)[n:7]1. Reactants: FC=1C=2N(C=CC1C(C)(C)O)C=CN2 (2-(8-Fluoroimidazo[1,2-α]pyridin-7-yl)propan-2-ol), BrC=1C=CC(=C(C1)N1C=NC=C1)F (1-(5-bromo-2-fluorophenyl)-1H-imidazole). The product is FC=1C=2N(C=CC1C(C)(C)O)C(=CN2)C2=CC(=C(C=C2)F)N2C=NC=C2 (2-{8-fluoro-3-[4-fluoro-(3-imidazol-1-yl)phenyl]imidazo[1,2-α]pyridin-7-yl}propan-2-ol). Isolated yield 24.0%. Reaction SMILES: [F:1][C:2]1[C:3]2[N:4]([CH:12]=[CH:13][N:14]=2)[CH:5]=[CH:6][C:7]=1[C:8]([OH:11])([CH3:10])[CH3:9].Br[C:16]1[CH:17]=[CH:18][C:19]([F:27])=[C:20]([N:22]2[CH:26]=[CH:25][N:24]=[CH:23]2)[CH:21]=1>>[F:1][C:2]1[C:3]2[N:4]([C:12]([C:16]3[CH:17]=[CH:18][C:19]([F:27])=[C:20]([N:22]4[CH:26]=[CH:25][N:24]=[CH:23]4)[CH:21]=3)=[CH:13][N:14]=2)[CH:5]=[CH:6][C:7]=1[C:8]([OH:11])([CH3:10])[CH3:9]. Reported procedure: 2-(8-Fluoroimidazo[1,2-α]pyridin-7-yl)propan-2-ol was coupled to 1-(5-bromo-2-fluorophenyl)-1H-imidazole as described in Example 6 to give 2-{8-fluoro-3-[4-fluoro-(3-imidazol-1-yl)phenyl]imidazo[1,2-α]pyridin-7-yl}propan-2-ol as a pale yellow solid (83 mg, 24%): m/z (ES+) 355 [MH+]. Reactants: solid, BrC1=CC(=CC=2C(=C3N(C12)CCNC3=O)C)Cl (6-bromo-8-chloro-10-methyl-3,4-dihydro-2H-pyrazino[1,2-a]indol-1-one), BrC1=CC(=CC=2C(=C3N(C12)CCNC3=O)C)Cl (6-bromo-8-chloro-10-methyl-3,4-dihydro-2H-pyrazino[1,2-a]indol-1-one), ClC1=C(C=CC(=C1)Cl)B(O)O (2,4-dichloro-phenylboronic acid). Product: ClC1=CC=2C(=C3N(C2C(=C1)C1=C(C=C(C=C1)Cl)Cl)CCNC3=O)C (8-Chloro-6-(2,4-dichloro-phenyl)-10-methyl-3,4-dihydro-2H-pyrazino[1,2-a]indol-1-one). Reaction SMILES: Br[C:2]1[C:10]2[N:9]3[CH2:11][CH2:12][NH:13][C:14](=[O:15])[C:8]3=[C:7]([CH3:16])[C:6]=2[CH:5]=[C:4]([Cl:17])[CH:3]=1.[Cl:18][C:19]1[CH:24]=[C:23]([Cl:25])[CH:22]=[CH:21][C:20]=1B(O)O>>[Cl:17][C:4]1[CH:3]=[C:2]([C:22]2[CH:21]=[CH:20][C:19]([Cl:18])=[CH:24][C:23]=2[Cl:25])[C:10]2[N:9]3[CH2:11][CH2:12][NH:13][C:14](=[O:15])[C:8]3=[C:7]([CH3:16])[C:6]=2[CH:5]=1. Reported procedure: The title compound, white solid (63 mg, 66%), MS (ISP) m/z=379.4 [(M+H)+], mp 213° C., was prepared in accordance with the general method of example 1 from 6-bromo-8-chloro-10-methyl-3,4-dihydro-2H-pyrazino[1,2-a]indol-1-one (intermediate 12) (78.4 mg, 0.25 mmol) and commercially available 2,4-dichloro-phenylboronic acid (62.0 mg, 0.325 mmol). Starting materials: BrC=1C=C2C=NC(=NC2=CC1)N[C@H]1[C@H](CCC1)NC(OC(C)(C)C)=O (tert-butyl ((1S,2R)-2-((6-bromoquinazolin-2-yl)amino)cyclopentyl)carbamate), ClC1=C(C(=CC=C1OCC)F)B(O)O ((2-chloro-3-ethoxy-6-fluorophenyl)boronic acid), P(=O)([O-])([O-])[O-].[K+].[K+].[K+] (potassium phosphate). The reagents and catalysts are CC(C)(C)P(C1=CC=C(C=C1)N(C)C)C(C)(C)C.CC(C)(C)P(C1=CC=C(C=C1)N(C)C)C(C)(C)C.Cl[Pd]Cl (Bis(di-tert-butyl(4-dimethylaminophenyl)phosphine)dichloropalladium(II)). The solvent is O1CCOCC1.O (1,4-dioxane water). Conditions: temperature 100 celsius, time 30 minute. Product: ClC1=C(C(=CC=C1OCC)F)C=1C=C2C=NC(=NC2=CC1)N[C@H]1[C@H](CCC1)NC(OC(C)(C)C)=O (tert-butyl ((1S,2R)-2-((6-(2-chloro-3-ethoxy-6-fluorophenyl)quinazolin-2-yl)amino)cyclopentyl)carbamate). The yield is 84.8%. RXN SMILES: Br[C:2]1[CH:3]=[C:4]2[C:9](=[CH:10][CH:11]=1)[N:8]=[C:7]([NH:12][C@@H:13]1[CH2:17][CH2:16][CH2:15][C@@H:14]1[NH:18][C:19](=[O:25])[O:20][C:21]([CH3:24])([CH3:23])[CH3:22])[N:6]=[CH:5]2.[Cl:26][C:27]1[C:32]([O:33][CH2:34][CH3:35])=[CH:31][CH:30]=[C:29]([F:36])[C:28]=1B(O)O.P([O-])([O-])([O-])=O.[K+].[K+].[K+]>O1CCOCC1.O.CC(P(C(C)(C)C)C1C=CC(N(C)C)=CC=1)(C)C.CC(P(C(C)(C)C)C1C=CC(N(C)C)=CC=1)(C)C.Cl[Pd]Cl>[Cl:26][C:27]1[C:32]([O:33][CH2:34][CH3:35])=[CH:31][CH:30]=[C:29]([F:36])[C:28]=1[C:2]1[CH:3]=[C:4]2[C:9](=[CH:10][CH:11]=1)[N:8]=[C:7]([NH:12][C@@H:13]1[CH2:17][CH2:16][CH2:15][C@@H:14]1[NH:18][C:19](=[O:25])[O:20][C:21]([CH3:23])([CH3:24])[CH3:22])[N:6]=[CH:5]2 |f:2.3.4.5,6.7,8.9.10|. Reported procedure: A mixture of tert-butyl ((1S,2R)-2-((6-bromoquinazolin-2-yl)amino)cyclopentyl)carbamate (50 mg, 0.12 mmol), (2-chloro-3-ethoxy-6-fluorophenyl)boronic acid (40 mg, 0.18 mmol), Bis(di-tert-butyl(4-dimethylaminophenyl)phosphine)dichloropalladium(II) (4 mg, 0.005 mmol) and potassium phosphate (78 mg, 0.37 mmol) in 1,4-dioxane/water (1.15 mL/0.15 mL) was degassed with nitrogen for 5 min and stirred at 100° C. for 30 min under microwave. The reaction mixture was cooled to room temperature, diluted wit... Reactants: C1(CC1)N (cyclopropylamine), C(N)(=O)C=1C=C2C(=CC=NC2=CC1OC)OC1=CC(=C(C=C1)NC(OC1=CC=CC=C1)=O)Cl (phenyl N-(4-(6-carbamoyl-7-methoxy-4-quinolyl)oxy-2-chlorophenyl)carbamate), O (water). Solvent: CN(C=O)C (N,N-dimethylformamide). Run at time 8 hour. The product is ClC=1C=C(OC2=CC=NC3=CC(=C(C=C23)C(=O)N)OC)C=CC1NC(=O)NC1CC1 (4-(3-Chloro-4-(cyclopropylaminocarbonyl)aminophenoxy)-7-methoxy-6-quinolinecarboxamide). Isolated yield 80.2%. As a reaction SMILES: [C:1]([C:4]1[CH:5]=[C:6]2[C:11](=[CH:12][C:13]=1[O:14][CH3:15])[N:10]=[CH:9][CH:8]=[C:7]2[O:16][C:17]1[CH:22]=[CH:21][C:20]([NH:23][C:24](=O)[O:25]C2C=CC=CC=2)=[C:19]([Cl:33])[CH:18]=1)(=[O:3])[NH2:2].[CH:34]1([NH2:37])[CH2:36][CH2:35]1.O>CN(C)C=O>[Cl:33][C:19]1[CH:18]=[C:17]([CH:22]=[CH:21][C:20]=1[NH:23][C:24]([NH:37][CH:34]1[CH2:36][CH2:35]1)=[O:25])[O:16][C:7]1[C:6]2[C:11](=[CH:12][C:13]([O:14][CH3:15])=[C:4]([C:1]([NH2:2])=[O:3])[CH:5]=2)[N:10]=[CH:9][CH:8]=1. Procedure: To a solution of phenyl N-(4-(6-carbamoyl-7-methoxy-4-quinolyl)oxy-2-chlorophenyl)carbamate (described in WO02/32872; 17.5 g, 37.7 mmol) dissolved in N,N-dimethylformamide (350 mL), was added cyclopropylamine (6.53 mL, 94.25 mmol) under nitrogen atmosphere, and the mixture were stirred at room temperature overnight. The mixture was poured into water (1.75 L), and stirred. Precipitated crude crystals were filtered off, washed with water, and dried at 70° C. for 50 minutes. Ethanol (300 mL) was ad...